From a dataset of the Open Reaction Database (ORD), a public repository of structured organic reaction records. describe an organic reaction: reactants, conditions, products, and yield The reactants are O1CCCC1 (tetrahydrofuran), [H-].[Na+] (sodium hydride), O (water), triethyl phosphonoacetate, O=C1C=2C=CC(=CC2CCC1)C#N (5-oxo-5,6,7,8-tetrahydro-2-naphthonitrile). Reagents/catalysts: [C].[Pd] (palladium carbon). Run in C(C)O (ethanol). Conditions: time 15 minute. Product: C(#N)C=1C=C2CCCC(C2=CC1)CC(=O)OCC (ethyl 2-(6-cyano-1,2,3,4-tetrahydro-1-naphthyl)acetate). Reaction SMILES: [H-].[Na+].O=[C:4]1[CH2:13][CH2:12][CH2:11][C:10]2[CH:9]=[C:8]([C:14]#[N:15])[CH:7]=[CH:6][C:5]1=2.[OH2:16].[O:17]1[CH2:21][CH2:20][CH2:19][CH2:18]1>C(O)C.[C].[Pd]>[C:14]([C:8]1[CH:9]=[C:10]2[C:5](=[CH:6][CH:7]=1)[CH:4]([CH2:19][C:18]([O:17][CH2:21][CH3:20])=[O:16])[CH2:13][CH2:12][CH2:11]2)#[N:15] |f:0.1,6.7|. Procedure: 2.75 g of 50% sodium hydride was suspended in 120 ml of tetrahydrofuran and 14.5 g of triethyl phosphonoacetate was added thereto. The mixture was stirred at room temperature for 15 minutes and 10.2 g of 5-oxo-5,6,7,8-tetrahydro-2-naphthonitrile was added thereto. The resulting mixture was heated under reflux for 1 hour. After cooling, water was added to the reaction mixture and the mixture was extracted with ethyl acetate. The extract was washed with water and dried and then concentrated in vac... The reactants are CC#N, CCOC(C)=O, [Cs+], [F-], C[Si](C)(C)OC(=O)C(F)(F)S(=O)(=O)F, NC1=NC2(COC1)c1cc(Br)ccc1Oc1cnc(O)cc12. Product: NC1=NC2(COC1)c1cc(Br)ccc1Oc1cnc(OC(F)F)cc12. As a reaction SMILES: [CH3:25][C:26]#[N:27].[CH3:42][CH2:43][O:44][C:45]([CH3:46])=[O:47].[Cs+:24].[F-:23].[F:28][C:29]([S:30]([F:31])(=[O:32])=[O:33])([C:34]([O:35][Si:36]([CH3:37])([CH3:38])[CH3:39])=[O:40])[F:41].[NH2:1][C:2]1=[N:3][C:4]2([c:5]3[cH:6][c:7]([Br:19])[cH:8][cH:9][c:10]3[O:11][c:12]3[cH:13][n:14][c:15]([OH:18])[cH:16][c:17]32)[CH2:20][O:21][CH2:22]1>>[NH2:1][C:2]1=[N:3][C:4]2([c:5]3[cH:6][c:7]([Br:19])[cH:8][cH:9][c:10]3[O:11][c:12]3[cH:13][n:14][c:15]([O:18][CH:29]([F:28])[F:41])[cH:16][c:17]32)[CH2:20][O:21][CH2:22]1. Reactants: COC1=C(C(=O)N[C@@H]2[C@H](CCC2)NC2=NC=C(N=C2)C(F)(F)F)C=C(C=C1)C (2-Methoxy-5-methyl-N-[(1S,2S)-2-{[5-(trifluoromethyl)pyrazin-2-yl]amino}cyclopentyl]benzamide), FC=1C=CC(=C(C(=O)O)C1)C1=NC=CC=N1 (5-fluoro-2-(pyrimidin-2-yl)benzoic acid), Cl.FC(C=1N=CC(=NC1)N[C@@H]1[C@H](CCC1)N)(F)F ((1S,2S)-1-N-[5-(trifluoromethyl)pyrazin-2-yl]cyclopentane-1,2-diamine hydrochloride), Cl.FC(C=1N=CC(=NC1)N[C@@H]1[C@H](CCC1)N)(F)F ((1S,2S)-1-N-[5-(trifluoromethyl)pyrazin-2-yl]cyclopentane-1,2-diamine hydrochloride). Yields the product FC=1C=CC(=C(C(=O)N[C@@H]2[C@H](CCC2)NC2=NC=C(N=C2)C(F)(F)F)C1)C1=NC=CC=N1 (5-Fluoro-2-(pyrimidin-2-yl)-N-[(1S,2S)-2-{[5-(trifluoromethyl)pyrazin-2-yl]amino}cyclopentyl]benzamide). As a reaction SMILES: COC1C=CC(C)=CC=1C(N[C@H]1CCC[C@@H]1NC1C=NC(C(F)(F)F)=CN=1)=O.Cl.[F:30][C:31]([F:46])([F:45])[C:32]1[N:33]=[CH:34][C:35]([NH:38][C@H:39]2[CH2:43][CH2:42][CH2:41][C@@H:40]2[NH2:44])=[N:36][CH:37]=1.[F:47][C:48]1[CH:49]=[CH:50][C:51]([C:57]2[N:62]=[CH:61][CH:60]=[CH:59][N:58]=2)=[C:52]([CH:56]=1)[C:53](O)=[O:54]>>[F:47][C:48]1[CH:49]=[CH:50][C:51]([C:57]2[N:58]=[CH:59][CH:60]=[CH:61][N:62]=2)=[C:52]([CH:56]=1)[C:53]([NH:44][C@H:40]1[CH2:41][CH2:42][CH2:43][C@@H:39]1[NH:38][C:35]1[CH:34]=[N:33][C:32]([C:31]([F:30])([F:45])[F:46])=[CH:37][N:36]=1)=[O:54] |f:1.2|. Procedure: Prepared according to the procedure for 2-methoxy-5-methyl-N-[(1S,2S)-2-{[5-(trifluoromethyl)pyrazin-2-yl]amino}cyclopentyl]benzamide (Example 37) from (1S,2S)-1-N-[5-(trifluoromethyl)pyrazin-2-yl]cyclopentane-1,2-diamine hydrochloride (Intermediate 14, 75 mg, 0.27 mmol) and 5-fluoro-2-(pyrimidin-2-yl)benzoic acid (CAS number 1293284-57-7; 69 mg, 0.32 mmol) to afford the title compound. Reactants: FC1=C(C=CC(=C1)F)C(NC=O)S(=O)(=O)C1=CC=C(C=C1)C (N-[(2,4-Difluoro-phenyl)-(toluene-4-sulfonyl)-methyl]-formamide), N1=C(C=CC=C1C)C (2,6-lutidine), P(=O)(Cl)(Cl)Cl (phosphorous oxychloride). Run in C1CCOC1 (THF). Conditions: time 10 minute. Product: C1(=CC=C(C=C1)S(=O)(=O)C(C1=C(C=C(C=C1)F)F)[N+]#[C-])C ([α-(p-Toluenesulfonyl)-2,4-difluorobenzyl]isonitrile), solid. Isolated yield 68.0%. Reaction SMILES: [F:1][C:2]1[CH:7]=[C:6]([F:8])[CH:5]=[CH:4][C:3]=1[CH:9]([S:13]([C:16]1[CH:21]=[CH:20][C:19]([CH3:22])=[CH:18][CH:17]=1)(=[O:15])=[O:14])[NH:10][CH:11]=O.P(Cl)(Cl)(Cl)=O.N1C(C)=CC=CC=1C>C1COCC1>[C:19]1([CH3:22])[CH:18]=[CH:17][C:16]([S:13]([CH:9]([N+:10]#[C-:11])[C:3]2[CH:4]=[CH:5][C:6]([F:8])=[CH:7][C:2]=2[F:1])(=[O:15])=[O:14])=[CH:21][CH:20]=1. Reported procedure: To a mixture of N-[(2,4-Difluoro-phenyl)-(toluene-4-sulfonyl)-methyl]-formamide (2.07 g, 6.36 mmol) and THF (15 mL) is added phosphorous oxychloride (POCl3)(1.19 mL, 12.7 mmol) over a period of 5 minutes, and the resulting mixture stirred at room temperature for 10 minutes. The reaction is then cooled to 4° C. using an ice/water bath and 2,6-lutidine (4.45 mL, 38.2 mmol) is added over 30 minutes, maintaining the temperature less than 12° C. The cooling bath is removed and the mixture stirred at ... Starting materials: BrCc1ccccc1, NOCc1ccccc1, CCO, [K+], [K+], O=C([O-])[O-]. The product is c1ccc(CNOCc2ccccc2)cc1. RXN SMILES: [Br:10][CH2:11][c:12]1[cH:13][cH:14][cH:15][cH:16][cH:17]1.[CH2:1]([c:2]1[cH:3][cH:4][cH:5][cH:6][cH:7]1)[O:8][NH2:9].[CH3:24][CH2:25][OH:26].[K+:18].[K+:19].[O-:20][C:21]([O-:22])=[O:23]>>[CH2:1]([c:2]1[cH:3][cH:4][cH:5][cH:6][cH:7]1)[O:8][NH:9][CH2:11][c:12]1[cH:13][cH:14][cH:15][cH:16][cH:17]1. Reactants: CC(C)(C)OC(=O)N1CCC(c2cc(O)[nH]n2)C1, ClCCl, Cl, C1COCCO1. Yields the product Oc1cc(C2CCNC2)n[nH]1. As a reaction SMILES: [C:1]([O:2][C:3](=[O:4])[N:8]1[CH2:9][CH:10]([c:13]2[n:14][nH:15][c:16]([OH:18])[cH:17]2)[CH2:11][CH2:12]1)([CH3:5])([CH3:6])[CH3:7].[Cl:20][CH2:21][Cl:22].[ClH:19].[O:23]1[CH2:24][CH2:25][O:26][CH2:27][CH2:28]1>>[NH:8]1[CH2:9][CH:10]([c:13]2[n:14][nH:15][c:16]([OH:18])[cH:17]2)[CH2:11][CH2:12]1. Starting materials: NC1=NC(=CC(=N1)C1=CC=C(C=C1)C[C@@H](C(=O)O)NC(=O)OC(C)(C)C)OC(C(F)(F)F)C1=C(C=CC=C1)C=1C=NC(=CC1)C#N ((S)-3-[4-(2-amino-6-{1-[2-(6-cyanopyridin-3-yl)-phenyl]-2,2,2-trifluoro-ethoxy}-pyrimidin-4-yl)-phenyl]-2-tert-butoxycarbonylamino-propionic acid). Solvent: FC(C(=O)O)(F)F (trifluoro acetic acid), ClCCl (dichloromethane). Run at time 1 hour. Yields the product N[C@H](C(=O)O)CC1=CC=C(C=C1)C1=NC(=NC(=C1)OC(C(F)(F)F)C1=C(C=CC=C1)C=1C=NC(=CC1)C#N)N ((S)-2-amino-3[4-(2-amino-6-{1-[2-(6-cyano-pyridin-3-yl)-phenyl]-2,2,2-trifluoro-ethoxy}-pyrimidin-4-yl)-phenyl]-propionic acid). Isolated yield 18.7%. RXN SMILES: [NH2:1][C:2]1[N:7]=[C:6]([C:8]2[CH:13]=[CH:12][C:11]([CH2:14][C@H:15]([NH:19]C(OC(C)(C)C)=O)[C:16]([OH:18])=[O:17])=[CH:10][CH:9]=2)[CH:5]=[C:4]([O:27][CH:28]([C:33]2[CH:38]=[CH:37][CH:36]=[CH:35][C:34]=2[C:39]2[CH:40]=[N:41][C:42]([C:45]#[N:46])=[CH:43][CH:44]=2)[C:29]([F:32])([F:31])[F:30])[N:3]=1>FC(F)(F)C(O)=O.ClCCl>[NH2:19][C@@H:15]([CH2:14][C:11]1[CH:10]=[CH:9][C:8]([C:6]2[CH:5]=[C:4]([O:27][CH:28]([C:33]3[CH:38]=[CH:37][CH:36]=[CH:35][C:34]=3[C:39]3[CH:40]=[N:41][C:42]([C:45]#[N:46])=[CH:43][CH:44]=3)[C:29]([F:32])([F:30])[F:31])[N:3]=[C:2]([NH2:1])[N:7]=2)=[CH:13][CH:12]=1)[C:16]([OH:18])=[O:17]. Reported procedure: 80 mg of (S)-3-[4-(2-amino-6-{1-[2-(6-cyanopyridin-3-yl)-phenyl]-2,2,2-trifluoro-ethoxy}-pyrimidin-4-yl)-phenyl]-2-tert-butoxycarbonylamino-propionic acid was dissolved in the solution of 30% trifluoro acetic acid in dichloromethane (5 ml). The mixture was stirred at room temperature for 1 hour. The solvent was evaporated and the residue was purified by preparative HPLC to give 12.6 mg of (S)-2-amino-3[4-(2-amino-6-{1-[2-(6-cyano-pyridin-3-yl)-phenyl]-2,2,2-trifluoro-ethoxy}-pyrimidin-4-yl)-phen... The reactants are C(C)(C)(C)OC(C(C)(C)SC=1SC=C(N1)CCN(C1=NC=C(C=N1)CC)CC1=CC=C(C=C1)NC(=O)OC(C)(C)C)=O (2-[(4-{2-[{4-[(tert-butoxycarbonyl)amino]benzyl}(5-ethylpyrimidin-2-yl)amino]ethyl}-1,3-thiazol-2-yl)thio]-2-methylpropionic acid tert-butyl ester), O.C1(=CC=C(C=C1)S(=O)(=O)O)C (p-toluenesulfonic acid monohydrate). Solvent: ClCCl (dichloromethane), ClCCl (dichloromethane). Conditions: time 2.5 hour. Yields the product C(C)(C)(C)OC(C(C)(C)SC=1SC=C(N1)CCN(C1=NC=C(C=N1)CC)CC1=CC=C(C=C1)N)=O (2-[(4-{2-[(4-aminobenzyl)(5-ethylpyrimidin-2-yl)amino]ethyl}-1,3-thiazol-2-yl)thio]-2-methylpropionic acid tert-butyl ester). The yield is 77.7%. As a reaction SMILES: [C:1]([O:5][C:6](=[O:42])[C:7]([S:10][C:11]1[S:12][CH:13]=[C:14]([CH2:16][CH2:17][N:18]([CH2:27][C:28]2[CH:33]=[CH:32][C:31]([NH:34]C(OC(C)(C)C)=O)=[CH:30][CH:29]=2)[C:19]2[N:24]=[CH:23][C:22]([CH2:25][CH3:26])=[CH:21][N:20]=2)[N:15]=1)([CH3:9])[CH3:8])([CH3:4])([CH3:3])[CH3:2].O.C1(C)C=CC(S(O)(=O)=O)=CC=1>ClCCl>[C:1]([O:5][C:6](=[O:42])[C:7]([S:10][C:11]1[S:12][CH:13]=[C:14]([CH2:16][CH2:17][N:18]([CH2:27][C:28]2[CH:29]=[CH:30][C:31]([NH2:34])=[CH:32][CH:33]=2)[C:19]2[N:24]=[CH:23][C:22]([CH2:25][CH3:26])=[CH:21][N:20]=2)[N:15]=1)([CH3:8])[CH3:9])([CH3:2])([CH3:3])[CH3:4] |f:1.2|. Procedure details: 2-[(4-{2-[{4-[(tert-Butoxycarbonyl)amino]benzyl}(5-ethylpyrimidin-2-yl)amino]ethyl}-1,3-thiazol-2-yl)thio]-2-methylpropionic acid tert-butyl ester (1.2 g) synthesized in Example 439-1 was dissolved in dichloromethane (20 mL), p-toluenesulfonic acid monohydrate (3.64 g) was added thereto by small portions at room temperature. After 2.5 hr, the mixture was diluted with dichloromethane, washed successively with saturated aqueous sodium hydrogen carbonate solution and saturated brine, and dried over...